Dataset: the Open Reaction Database (ORD), a public repository of structured organic reaction records. Task: describe an organic reaction: reactants, conditions, products, and yield The reactants are C(=O)([O-])[O-].[K+].[K+] (K2CO3), BrC=1C(NC(=NC1)C(C)Br)=O (5-bromo-2-(1-bromo-ethyl)-3H-pyrimidin-4-one), COC1=CC=C(C=C1)S(=O)(=O)N1CCNCC1 (1-(4-Methoxy-benzenesulfonyl)-piperazine). The solvent is C(C)#N (acetonitrile). Yields the product BrC=1C(NC(=NC1)C(C)N1CCN(CC1)S(=O)(=O)C1=CC=C(C=C1)OC)=O (5-bromo-2-{1-[4-(4-methoxy-benzenesulfonyl)-piperazin-1-yl]-ethyl}-3H-pyrimidin-4-one). Isolated yield 53.4%. As a reaction SMILES: [Br:1][C:2]1[C:3](=[O:11])[NH:4][C:5]([CH:8](Br)[CH3:9])=[N:6][CH:7]=1.C([O-])([O-])=O.[K+].[K+].[CH3:18][O:19][C:20]1[CH:25]=[CH:24][C:23]([S:26]([N:29]2[CH2:34][CH2:33][NH:32][CH2:31][CH2:30]2)(=[O:28])=[O:27])=[CH:22][CH:21]=1>C(#N)C>[Br:1][C:2]1[C:3](=[O:11])[NH:4][C:5]([CH:8]([N:32]2[CH2:31][CH2:30][N:29]([S:26]([C:23]3[CH:22]=[CH:21][C:20]([O:19][CH3:18])=[CH:25][CH:24]=3)(=[O:28])=[O:27])[CH2:34][CH2:33]2)[CH3:9])=[N:6][CH:7]=1 |f:1.2.3|. Procedure: In a round bottom flask containing 5-bromo-2-(1-bromo-ethyl)-3H-pyrimidin-4-one (1.0 g, 3.5 mmol) in acetonitrile (30 ml) was added KI (0.9 g, 5.3 mmol), K2CO3 (1.2 g, 5.3 mmol), and (1-(4-Methoxy-benzenesulfonyl)-piperazine (983 mg, 3.5 mmol). The reaction was heated at reflux for 12 hours. The solution was concentrated under reduced pressure. The residue was partitioned between water (10 ml) and dichloromethane (15 ml). The organic layer was dried over magnesium sulfate, filtered and concentra... RXN SMILES: [C-:20]#[N:21].[CH3:23][S:24]([CH3:25])=[O:26].[Cl:1][CH2:2][CH2:3][C:4]([CH3:5])([OH:6])[c:7]1[cH:8][cH:9][c:10](-[c:13]2[cH:14][cH:15][c:16]([F:19])[cH:17][cH:18]2)[cH:11][cH:12]1.[Na+:22]>>[CH2:2]([CH2:3][C:4]([CH3:5])([OH:6])[c:7]1[cH:8][cH:9][c:10](-[c:13]2[cH:14][cH:15][c:16]([F:19])[cH:17][cH:18]2)[cH:11][cH:12]1)[C:20]#[N:21]. The product is CC(O)(CCC#N)c1ccc(-c2ccc(F)cc2)cc1. The reactants are [C-]#N, CS(C)=O, CC(O)(CCCl)c1ccc(-c2ccc(F)cc2)cc1, [Na+]. Reactants: CC1=CC(=C(C(=C1/C=C/C(=C/C=C/C(=C\C(=O)O)/C)/C)C)C)OC (acetretin). Solvent: CC(=O)C (acetone). Conditions: time 1 hour. The product is CC1=CC(=C(C(=C1/C=C/C(=C/C=C/C(=C/C(=O)O)/C)/C)C)C)OC (acitretin). Yield: 80.0%. Reaction SMILES: [CH3:1][C:2]1[C:7](/[CH:8]=[CH:9]/[C:10](/[CH3:20])=[CH:11]/[CH:12]=[CH:13]/[C:14](/[CH3:19])=[CH:15]\[C:16]([OH:18])=[O:17])=[C:6]([CH3:21])[C:5]([CH3:22])=[C:4]([O:23][CH3:24])[CH:3]=1>CC(C)=O>[CH3:1][C:2]1[C:7](/[CH:8]=[CH:9]/[C:10](/[CH3:20])=[CH:11]/[CH:12]=[CH:13]/[C:14](/[CH3:19])=[CH:15]/[C:16]([OH:18])=[O:17])=[C:6]([CH3:21])[C:5]([CH3:22])=[C:4]([O:23][CH3:24])[CH:3]=1. Reported procedure: Crude acetretin (10 g) was added to acetone (300 ml) and stirred at 25–30° C. for 1 hour under nitrogen atmosphere. The suspension was then filtered, washed with acetone (100 ml) and dried under vacuum at 25–30° C. to obtain pure acitretin (8 g, Assay 98.3% by HPLC). The reactants are C(=O)(N1C=NC=C1)N1C=NC=C1 (1,1′-carbonyldiimidazole), N1(CCOCC1)CCO (2-(4-morpholinyl)-1-ethanol), CCOCC (Ether). Run in C(Cl)Cl (DCM). Reaction conditions: time 22 hour. Yields the product N1(C=NC=C1)C(=O)OCCN1CCOCC1 (2-(4-Morpholinyl)ethyl 1H-Imidazole-1-carboxylate). The yield is 69.9%. Reaction SMILES: [C:1](N1C=CN=C1)([N:3]1[CH:7]=[CH:6][N:5]=[CH:4]1)=[O:2].[N:13]1([CH2:19][CH2:20][OH:21])[CH2:18][CH2:17][O:16][CH2:15][CH2:14]1.CCOCC>C(Cl)Cl>[N:3]1([C:1]([O:21][CH2:20][CH2:19][N:13]2[CH2:18][CH2:17][O:16][CH2:15][CH2:14]2)=[O:2])[CH:7]=[CH:6][N:5]=[CH:4]1. Procedure details: A mixture of 1,1′-carbonyldiimidazole (6.5 g, 40 mmol) and 2-(4-morpholinyl)-1-ethanol (5.0 g, 38.1 mmol) in DCM (200 mL) was stirred for 22 h at rt. Ether (400 mL) was added and the mixture was washed with water. The water layer was then extracted with DCM. The combined organic layers were dried over Na2SO4 and evaporated to give 6.0 g (70%) of the tide compound. Reaction SMILES: [CH3:1][O:2][C:3]1[CH:10]=[C:9]([O:11][CH3:12])[C:8]([O:13][CH3:14])=[CH:7][C:4]=1[CH:5]=O.[C:15]([O:23][CH2:24][CH3:25])(=[O:22])[CH2:16][C:17]([O:19][CH2:20][CH3:21])=[O:18].N1CCCCC1>C1(C)C=CC=CC=1.C(O)(=O)C1C=CC=CC=1>[CH3:1][O:2][C:3]1[CH:10]=[C:9]([O:11][CH3:12])[C:8]([O:13][CH3:14])=[CH:7][C:4]=1[CH:5]=[C:16]([C:17]([O:19][CH2:20][CH3:21])=[O:18])[C:15]([O:23][CH2:24][CH3:25])=[O:22]. Procedure: In 80 ml of toluene is dissolved 5.9 g of 2,4,5-trimethoxybenzaldehyde, followed by addition of 4.8 g of diethyl malonate, 0.3 ml of piperidine and 0.3 g of benzoic acid. The mixture is heated under reflux for 4 hours, water being removed via an ester tube. After cooling, the solvent is distilled off under reduced pressure and the residual crystals are recovered by filtration with n-hexane to give 8.9 g (87.3%) of diethyl 2,4,5-trimethoxybenzylidenemalonate, m.p. 86°-87° C. The product is COC1=C(C=C(C(=O)OCC)C(=O)OCC)C=C(C(=C1)OC)OC (diethyl 2,4,5-trimethoxybenzylidenemalonate). Yield: 87.8%. Solvent: C1(=CC=CC=C1)C (toluene). The reagents and catalysts are C(C1=CC=CC=C1)(=O)O (benzoic acid). Reactants: C(CC(=O)OCC)(=O)OCC (diethyl malonate), N1CCCCC1 (piperidine), COC1=C(C=O)C=C(C(=C1)OC)OC (2,4,5-trimethoxybenzaldehyde). Reactants: OCC=1C=C(C=CC1CO)CO ((3,4-bis-hydroxymethylphenyl)methanol), [N+](=O)([O-])C1=CC=C(C=O)C=C1 (4-nitrobenzaldehyde). The reagents and catalysts are O.[O-2].[O-2].[O-2].O=[Si]=O.O=[Si]=O.O=[Si]=O.O=[Si]=O.[Al+3].[Al+3] (Montmorillonite KSF). Solvent: C1(=CC=CC=C1)C (toluene). Yields the product [N+](=O)([O-])C1=CC=C(C=C1)C1OCC2=C(CO1)C=C(C=C2)CO ([7-(4-nitrophenyl)-(5H,9H)-6,8-dioxabenzocyclohepten-2-yl]methanol). Isolated yield 62.6%. RXN SMILES: [OH:1][CH2:2][C:3]1[CH:4]=[C:5]([CH2:11][OH:12])[CH:6]=[CH:7][C:8]=1[CH2:9][OH:10].[N+:13]([C:16]1[CH:23]=[CH:22][C:19]([CH:20]=O)=[CH:18][CH:17]=1)([O-:15])=[O:14]>O.[O-2].[O-2].[O-2].O=[Si]=O.O=[Si]=O.O=[Si]=O.O=[Si]=O.[Al+3].[Al+3].C1(C)C=CC=CC=1>[N+:13]([C:16]1[CH:23]=[CH:22][C:19]([CH:20]2[O:1][CH2:2][C:3]3[CH:4]=[C:5]([CH2:11][OH:12])[CH:6]=[CH:7][C:8]=3[CH2:9][O:10]2)=[CH:18][CH:17]=1)([O-:15])=[O:14] |f:2.3.4.5.6.7.8.9.10.11|. Procedure details: 10 g of (3,4-bis-hydroxymethylphenyl)methanol (59.4 mmol) (prepared according to Nakazaki, M.; Yamamoto, K. And Miura, Y.; J. Org. Chem., 43(6), (1978), 1041-1044), 100 ml of toluene, 8.98 g of 4-nitrobenzaldehyde (59.4 mmol) and 0.6 g of Montmorillonite KSF (10 mg/mmol) are introduced into a flask equipped with a Dean-Stark. The mixture is heated under reflux for 2 hours 30 minutes. The montmorillonite is filtered off and the reaction medium is allowed to return to room temperature, with stirri...